Dataset: the Open Reaction Database (ORD), a public repository of structured organic reaction records. Task: describe an organic reaction: reactants, conditions, products, and yield The reactants are C1(=CC=CC=C1)C (toluene), BrC=1C=NC=CC1 (3-bromopyridine), C(C)(C)(C)OC(=O)N1CCNCC1 (piperazine-1-carboxylic acid tert-butyl ester), CC(C)([O-])C.[K+] (potassium tert butoxide). The reagents and catalysts are C=1C=CC(=CC1)/C=C/C(=O)/C=C/C2=CC=CC=C2.C=1C=CC(=CC1)/C=C/C(=O)/C=C/C2=CC=CC=C2.C=1C=CC(=CC1)/C=C/C(=O)/C=C/C2=CC=CC=C2.[Pd].[Pd] (tris(dibenzylideneacetone)dipalladium), CC1(C2=C(C(=CC=C2)P(C3=CC=CC=C3)C4=CC=CC=C4)OC5=C(C=CC=C51)P(C6=CC=CC=C6)C7=CC=CC=C7)C (Xantphos). The solvent is O (water). Run at temperature 80 celsius, time 17 hour. Product: crude product, C(C)(C)(C)OC(=O)N1CCN(CC1)C=1C=NC=CC1 (4-pyridin-3-yl-piperazine-1-carboxylic acid tert-butyl ester). The yield is 102.5%. RXN SMILES: C1(C)C=CC=CC=1.Br[C:9]1[CH:10]=[N:11][CH:12]=[CH:13][CH:14]=1.[C:15]([O:19][C:20]([N:22]1[CH2:27][CH2:26][NH:25][CH2:24][CH2:23]1)=[O:21])([CH3:18])([CH3:17])[CH3:16].CC(C)([O-])C.[K+]>C1C=CC(/C=C/C(/C=C/C2C=CC=CC=2)=O)=CC=1.C1C=CC(/C=C/C(/C=C/C2C=CC=CC=2)=O)=CC=1.C1C=CC(/C=C/C(/C=C/C2C=CC=CC=2)=O)=CC=1.[Pd].[Pd].CC1(C)C2C(=C(P(C3C=CC=CC=3)C3C=CC=CC=3)C=CC=2)OC2C(P(C3C=CC=CC=3)C3C=CC=CC=3)=CC=CC1=2.O>[C:15]([O:19][C:20]([N:22]1[CH2:27][CH2:26][N:25]([C:9]2[CH:10]=[N:11][CH:12]=[CH:13][CH:14]=2)[CH2:24][CH2:23]1)=[O:21])([CH3:18])([CH3:16])[CH3:17] |f:3.4,5.6.7.8.9|. Procedure details: A toluene solution (6 ml) of 3-bromopyridine (300 mg, 1.89 mmol), piperazine-1-carboxylic acid tert-butyl ester (389 mg, 2.09 mmol), tris(dibenzylideneacetone)dipalladium (43.4 mg, 0.0474 mmol), Xantphos (54.9 mg, 0.0949 mmol) and potassium tert butoxide (469 mg, 4.18 mmol) was degassed under ultrasonic irradiation, and stirred at 80° C. for 17 hours under a nitrogen atmosphere. After the reaction mixture was cooled to room temperature, water (20 ml) was added, followed by extraction twice with ... Reactants: C1(CC1)N1C(=NC=C1C=O)C1=CC(=NC(=C1)Cl)Cl (3-cyclopropyl-2-(2,6-dichloro-pyridin-4-yl)-3H-imidazole-4-carbaldehyde), C(C)C(C(C(=O)[O-])P(=O)(O)O)(CC)CC (triethyl-2-phosphonopropionate), C1CCC2=NCCCN2CC1 (DBU). The solvent is C(C)#N (acetonitrile), O (water). Reaction conditions: temperature 78 celsius. Product: C(C)OC(C(=CC=1N(C(=NC1)C1=CC(=NC(=C1)Cl)Cl)C1CC1)C)=O (3-[3-Cyclopropyl-2-(2,6-dichloro-pyridin-4-yl)-3H-imidazol-4-yl]-2-methyl-acrylic acid ethyl ester). Yield: 86.3%. RXN SMILES: [CH:1]1([N:4]2[C:8]([CH:9]=O)=[CH:7][N:6]=[C:5]2[C:11]2[CH:16]=[C:15]([Cl:17])[N:14]=[C:13]([Cl:18])[CH:12]=2)[CH2:3][CH2:2]1.C([C:21](CC)(CC)[CH:22](P(O)(O)=O)[C:23]([O-:25])=[O:24])C.[CH2:34]1CCN2C(=NCCC2)C[CH2:35]1>C(#N)C.O>[CH2:34]([O:25][C:23](=[O:24])[C:22]([CH3:21])=[CH:9][C:8]1[N:4]([CH:1]2[CH2:3][CH2:2]2)[C:5]([C:11]2[CH:16]=[C:15]([Cl:17])[N:14]=[C:13]([Cl:18])[CH:12]=2)=[N:6][CH:7]=1)[CH3:35]. Reported procedure: 3-cyclopropyl-2-(2,6-dichloro-pyridin-4-yl)-3H-imidazole-4-carbaldehyde (1.48 g, 5.25 mmol), triethyl-2-phosphonopropionate (1.46 ml, 6.83 mmol) and DBU(1.02 ml, 6.83 mmol) were dissolved in acetonitrile (20 ml). After stirring at 78° C. o.n. the reaction mixture was cooled to r.t, diluted with water and extracted with DCM. The combined organic phase was dried (Na2SO4), filtered and concentrated in-vacuo. The crude was purified on silica gel using 6% EA in DCM, and the isolated residue was tritu... Starting materials: COC1=CC=C(CN2C(=NC=3N(C=4N(C(C23)=O)C(=NN4)C)CCCCC)N4N=CN=C4)C=C1 (6-(4-methoxybenzyl)-3-methyl-9-pentyl-7-(1H-1,2,4-triazol-1-yl)-6,9-dihydro-5H-[1,2,4]triazolo[4,3-a]purin-5-one). Run in FC(C(=O)O)(F)F (trifluoroacetic acid). Conditions: temperature 60 celsius, time 8 hour. Yields the product CC1=NN=C2N1C(C=1NC(=NC1N2CCCCC)N2C=NN=C2)=O (3-methyl-9-pentyl-7-(4H-1,2,4-triazol-4-yl)-6,9-dihydro-5H-[1,2,4]triazolo[4,3-a]purin-5-one). Yield: 101.8%. Reaction SMILES: COC1C=CC(C[N:8]2[C:16]3[C:15](=[O:17])[N:14]4[C:18]([CH3:21])=[N:19][N:20]=[C:13]4[N:12]([CH2:22][CH2:23][CH2:24][CH2:25][CH3:26])[C:11]=3[N:10]=[C:9]2N2C=NC=N2)=CC=1>FC(F)(F)C(O)=O>[CH3:21][C:18]1[N:14]2[C:15](=[O:17])[C:16]3[NH:8][C:9]([N:14]4[CH:13]=[N:20][N:19]=[CH:18]4)=[N:10][C:11]=3[N:12]([CH2:22][CH2:23][CH2:24][CH2:25][CH3:26])[C:13]2=[N:20][N:19]=1. Reported procedure: A mixture of 6-(4-methoxybenzyl)-3-methyl-9-pentyl-7-(1H-1,2,4-triazol-1-yl)-6,9-dihydro-5H-[1,2,4]triazolo[4,3-a]purin-5-one (53 mg, 0.12 mmol) in trifluoroacetic acid (10 mL) was stirred at 60° C. overnight. The mixture was concentrated and purified by preparative LC-MS to give the desired product (20 mg, 52%). LCMS calculated for C14H18N9O (M+H): 328.2. found: 328.2. Reactants: CC(C(C)C=1C=C(C=C(O)C1)O)CCCCC (5-(3-methyl-2-octyl)-resorcinol), C([O-])([O-])=O.[Na+].[Na+] (sodium carbonate), CC1(CC(C(C1)=O)C(=O)OCC)C (4,4-dimethyl-2-carboethoxycyclopentanone), P(=O)(Cl)(Cl)Cl (phosphorus oxychloride). Solvent: C1=CC=CC=C1 (benzene). Yields the product OC1=CC(=CC2=C1C1=C(C(O2)=O)CC(C1)(C)C)C(C)C(CCCCC)C (9-hydroxy-7-(3-methyl-2-octyl)-2,2-dimethyl-4-oxo-1,2,3,4-tetrahydrocyclopenta[ c][1]benzopyran). Reaction SMILES: [CH3:1][CH:2]([CH2:13][CH2:14][CH2:15][CH2:16][CH3:17])[CH:3]([C:5]1[CH:6]=[C:7]([OH:12])[CH:8]=[C:9]([CH:11]=1)[OH:10])[CH3:4].[CH3:18][C:19]1([CH3:30])[CH2:23][C:22](=O)[CH:21]([C:25](OCC)=[O:26])[CH2:20]1.P(Cl)(Cl)(Cl)=O.C(=O)([O-])[O-].[Na+].[Na+]>C1C=CC=CC=1>[OH:10][C:9]1[C:8]2[C:22]3[CH2:23][C:19]([CH3:30])([CH3:18])[CH2:20][C:21]=3[C:25](=[O:26])[O:12][C:7]=2[CH:6]=[C:5]([CH:3]([CH:2]([CH3:1])[CH2:13][CH2:14][CH2:15][CH2:16][CH3:17])[CH3:4])[CH:11]=1 |f:3.4.5|. Procedure details: to 13.5 g. of 5-(3-methyl-2-octyl)-resorcinol and 10.5 g. of 4,4-dimethyl-2-carboethoxycyclopentanone [Canadian J. of Chem. 47, 1982-1988 (1969)] in 59 ml. of benzene was added 4.3 ml. of phosphorus oxychloride with stirring and refluxing for 6 hours. The red solution was let stand at room temperature for 8 hours, poured into ice and sodium carbonate solution. The colorless mixture was extracted with ether, dried over magnesium sulfate and concentrated. The mixture was extracted with cold pentan... Starting materials: CN(C(C1=CC(=C(C(=C1)OC)OC)OC)=O)CC(CCN1CCC(CC1)C(=O)C1=NC2=C(N1)C=CC=C2)C2=CC(=C(C=C2)Cl)Cl (N-methyl-N-(4-(4-(1H-benzimidazole-2-carbonyl)piperidin-1-yl)-2-(3,4-dichlorophenyl)butyl)-3,4,5-trimethoxybenzamide), ClCCl (dichloromethane), Cl.ClCCN1CCOCC1 (4-(2-chloroethyl)morpholine hydrochloride), C([O-])([O-])=O.[K+].[K+] (potassium carbonate). Solvent: CC(=O)C (acetone), O (water). Reaction conditions: time 20 hour. Product: CN(C(C1=CC(=C(C(=C1)OC)OC)OC)=O)CC(CCN1CCC(CC1)C(=O)C1=NC2=C(N1CCN1CCOCC1)C=CC=C2)C2=CC(=C(C=C2)Cl)Cl (N-Methyl-N-(4-(4-(1-(2-(morpholin-4-yl)ethyl)-1H-benzimidazole-2-carbonyl)piperidin-1-yl)-2-(3,4-dichlorophenyl)butyl)-3,4,5-trimethoxybenzamide). RXN SMILES: [CH3:1][N:2]([CH2:17][CH:18]([C:38]1[CH:43]=[CH:42][C:41]([Cl:44])=[C:40]([Cl:45])[CH:39]=1)[CH2:19][CH2:20][N:21]1[CH2:26][CH2:25][CH:24]([C:27]([C:29]2[NH:33][C:32]3[CH:34]=[CH:35][CH:36]=[CH:37][C:31]=3[N:30]=2)=[O:28])[CH2:23][CH2:22]1)[C:3](=[O:16])[C:4]1[CH:9]=[C:8]([O:10][CH3:11])[C:7]([O:12][CH3:13])=[C:6]([O:14][CH3:15])[CH:5]=1.Cl.Cl[CH2:48][CH2:49][N:50]1[CH2:55][CH2:54][O:53][CH2:52][CH2:51]1.C(=O)([O-])[O-].[K+].[K+].ClCCl>CC(C)=O.O>[CH3:1][N:2]([CH2:17][CH:18]([C:38]1[CH:43]=[CH:42][C:41]([Cl:44])=[C:40]([Cl:45])[CH:39]=1)[CH2:19][CH2:20][N:21]1[CH2:26][CH2:25][CH:24]([C:27]([C:29]2[N:30]([CH2:48][CH2:49][N:50]3[CH2:55][CH2:54][O:53][CH2:52][CH2:51]3)[C:31]3[CH:37]=[CH:36][CH:35]=[CH:34][C:32]=3[N:33]=2)=[O:28])[CH2:23][CH2:22]1)[C:3](=[O:16])[C:4]1[CH:9]=[C:8]([O:10][CH3:11])[C:7]([O:12][CH3:13])=[C:6]([O:14][CH3:15])[CH:5]=1 |f:1.2,3.4.5|. Procedure: Combine N-methyl-N-(4-(4-(1H-benzimidazole-2-carbonyl)piperidin-1-yl)-2-(3,4-dichlorophenyl)butyl)-3,4,5-trimethoxybenzamide (0.70 mmol) and 4-(2-chloroethyl)morpholine hydrochloride (0.84 mmol), and potassium carbonate (3.36 mmol) in acetone (10 mL), water (4 mL), and dichloromethane (5 mL). Heat to reflux. After 20 hours, cool to ambient temperature and concentrate the reaction mixture invacuo and dilute with ethyl acetate. Extract with saturated aqueous ammonium chloride solution, water, satu... The reactants are C1(CCCCC1)N=C=NC1CCCCC1 (DCC), C(C)(C)(C)[Si](O[C@@H]1[C@@H]2CCC[C@@H]([C@]2(CCC1)C)[C@@H](CN)C)(C)C ((S)-2-[(1R,4aR,5S,8aR)-5-(tert-Butyl-dimethyl-silanyloxy)-8a-methyl-decahydro-naphthalen-1-yl]-propylamine), FC(C(CC(=O)O)(C)O)(F)F (rac-3-trifluoromethyl-3-hydroxy-butyric acid), DMAP. The solvent is C(Cl)Cl (CH2Cl2). Yields the product C(C)(C)(C)[Si](OC1C2CCCC(C2(CCC1)C)C(CNC(C=C(C(F)(F)F)C)=O)C)(C)C (4,4,4-trifluoro-3-methyl-but-2-enoic acid {2-[5-(tert-butyl-dimethyl-silanyloxy)-8a-methyl-decahydro-naphthalen-1-yl]-propyl}-amide), title compound. The yield is 15.2%. RXN SMILES: [C:1]([Si:5]([CH3:23])([CH3:22])[O:6][C@H:7]1[CH2:16][CH2:15][CH2:14][C@@:13]2([CH3:17])[C@H:8]1[CH2:9][CH2:10][CH2:11][C@@H:12]2[C@H:18]([CH3:21])[CH2:19][NH2:20])([CH3:4])([CH3:3])[CH3:2].[F:24][C:25]([F:34])([F:33])[C:26](O)([CH3:31])[CH2:27][C:28](O)=[O:29].C1(N=C=NC2CCCCC2)CCCCC1>C(Cl)Cl>[C:1]([Si:5]([CH3:23])([CH3:22])[O:6][CH:7]1[CH2:16][CH2:15][CH2:14][C:13]2([CH3:17])[CH:8]1[CH2:9][CH2:10][CH2:11][CH:12]2[CH:18]([CH3:21])[CH2:19][NH:20][C:28](=[O:29])[CH:27]=[C:26]([CH3:31])[C:25]([F:34])([F:33])[F:24])([CH3:3])([CH3:4])[CH3:2]. Reported procedure: 701 mg (2.06 mmol) of (S)-2-[(1R,4aR,5S,8aR)-5-(tert-Butyl-dimethyl-silanyloxy)-8a-methyl-decahydro-naphthalen-1-yl]-propylamine, 532 mg (1.5 eq.) of rac-3-trifluoromethyl-3-hydroxy-butyric acid, and 50 mg (0.2 eq.) of DMAP (N,N-dimethylaminopyridine) were dissolved in 20 ml of CH2Cl2. At 0° 680 mg (1.6 eq.) of DCC (dicyclohexylcarbodiimide) was added and the mixture allowed to react for 4 h at ambient temperature. The precipitated urea was filtered off and the filtrate evaporated to dryness. Fl... The reactants are CN1S(C2=C(N(C=3C=CC=CC23)C)C(=C1C(=O)OCC1=CC=CC=C1)O)(=O)=O (benzyl 2,5-dihydro-2,5-dimethyl-4-hydroxy-1,2-thiazino[5,6-b]indole-3-carboxylate-1,1-dioxide), NC=1SC=C(N1)C (2-amino-4-methyl-thiazole). Run in C=1(C(=CC=CC1)C)C (xylene). Product: CN1S(C2=C(N(C=3C=CC=CC23)C)C(=C1C(=O)NC=1SC=C(N1)C)O)(=O)=O (2,5-Dihydro-2,5-dimethyl-4-hydroxy-N-(4-methyl-2-thiazolyl)-1,2-thiazino[5,6-b]indole-3-carboxamide-1,1-dioxide). The yield is 67.0%. As a reaction SMILES: [CH3:1][N:2]1[C:15]([C:16](OCC2C=CC=CC=2)=[O:17])=[C:14]([OH:26])[C:5]2[N:6]([CH3:13])[C:7]3[CH:8]=[CH:9][CH:10]=[CH:11][C:12]=3[C:4]=2[S:3]1(=[O:28])=[O:27].[NH2:29][C:30]1[S:31][CH:32]=[C:33]([CH3:35])[N:34]=1>C1(C)C(C)=CC=CC=1>[CH3:1][N:2]1[C:15]([C:16]([NH:29][C:30]2[S:31][CH:32]=[C:33]([CH3:35])[N:34]=2)=[O:17])=[C:14]([OH:26])[C:5]2[N:6]([CH3:13])[C:7]3[CH:8]=[CH:9][CH:10]=[CH:11][C:12]=3[C:4]=2[S:3]1(=[O:28])=[O:27]. Procedure details: 2,5-Dihydro-2,5-dimethyl-4-hydroxy-N-(4-methyl-2-thiazolyl)-1,2-thiazino[5,6-b]indole-3-carboxamide-1,1-dioxide was prepared analogous to Example 2 from benzyl 2,5-dihydro-2,5-dimethyl-4-hydroxy-1,2-thiazino[5,6-b]indole-3-carboxylate-1,1-dioxide and 2-amino-4-methyl-thiazole in xylene; M.p.: 270° C. (decomp.); Yield: 67% of theory;